The task is: describe an organic reaction: reactants, conditions, products, and yield. This data is from the Open Reaction Database (ORD), a public repository of structured organic reaction records. The reactants are NC1=NC(=C(C(=N1)C=1OC=C(C1)Br)C#N)S(=O)C (2-amino-4-(4-bromo-furan-2-yl)-6-methanesulfinyl-pyrimidine-5-carbonitrile), M{81Br} H+, M{79Br} H+, CC=1C(=NC=C(C1)C)CO (3,5-dimethyl-2-pyridinemethanol), C1CCC2=NCCCN2CC1 (DBU). The solvent is COCCOC (DME). Yields the product NC1=NC(=C(C(=N1)C=1OC=C(C1)Br)C#N)OCC1=NC=C(C=C1C)C (2-Amino-4-(4-bromo-furan-2-yl)-6-(3,5-dimethyl-pyridin-2-yl-methoxy)-pyrimidine-5-carbonitrile). Reaction SMILES: [NH2:1][C:2]1[N:7]=[C:6]([C:8]2[O:9][CH:10]=[C:11]([Br:13])[CH:12]=2)[C:5]([C:14]#[N:15])=[C:4](S(C)=O)[N:3]=1.[CH3:19][C:20]1[C:21]([CH2:27][OH:28])=[N:22][CH:23]=[C:24]([CH3:26])[CH:25]=1.C1CCN2C(=NCCC2)CC1>COCCOC>[NH2:1][C:2]1[N:7]=[C:6]([C:8]2[O:9][CH:10]=[C:11]([Br:13])[CH:12]=2)[C:5]([C:14]#[N:15])=[C:4]([O:28][CH2:27][C:21]2[C:20]([CH3:19])=[CH:25][C:24]([CH3:26])=[CH:23][N:22]=2)[N:3]=1. Procedure details: From 2-amino-4-(4-bromo-furan-2-yl)-6-methanesulfinyl-pyrimidine-5-carbonitrile, 3,5-dimethyl-2-pyridinemethanol and DBU in DME. ES-MS m/e (%): 402 (M{81Br}+H+, 100), 400 (M{79Br}+H+, 95).